From a dataset of the Open Reaction Database (ORD), a public repository of structured organic reaction records. describe an organic reaction: reactants, conditions, products, and yield Starting materials: O=C([O-])[O-], CO, COc1ccc2c(c1)C(NC(=O)C(F)(F)F)CC2O, [K+], [K+], O. Yields the product COc1ccc2c(c1)C(N)CC2O. RXN SMILES: [C:1](=[O:2])([O-:3])[O-:4].[CH3:26][OH:27].[F:7][C:8]([F:9])([F:10])[C:24]([NH:11][CH:12]1[CH2:13][CH:14]([OH:23])[c:15]2[cH:16][cH:17][c:18]([O:21][CH3:22])[cH:19][c:20]21)=[O:25].[K+:5].[K+:6].[OH2:28]>>[NH2:11][CH:12]1[CH2:13][CH:14]([OH:23])[c:15]2[cH:16][cH:17][c:18]([O:21][CH3:22])[cH:19][c:20]21. The reactants are CCOCC, CC(C)(C)N, CCOC(=O)c1sc(Cl)nc1C(F)(F)F. Reaction SMILES: [CH2:21]([O:22][CH2:23][CH3:24])[CH3:25].[CH3:16][C:17]([CH3:18])([CH3:19])[NH2:20].[Cl:1][c:2]1[s:3][c:4]([C:11](=[O:12])[O:13][CH2:14][CH3:15])[c:5]([C:7]([F:8])([F:9])[F:10])[n:6]1>>[c:2]1([NH:20][C:17]([CH3:16])([CH3:18])[CH3:19])[s:3][c:4]([C:11](=[O:12])[O:13][CH2:14][CH3:15])[c:5]([C:7]([F:8])([F:9])[F:10])[n:6]1. Yields the product CCOC(=O)c1sc(NC(C)(C)C)nc1C(F)(F)F. The reactants are ClC1=NC=2CCN(CC2C(=C1)C)C(=O)OC(C)(C)C (tert-butyl 2-chloro-4-methyl-7,8-dihydro-1,6-naphthyridine-6(5H)-carboxylate), O (H2O). The reagents and catalysts are [Ru](Cl)(Cl)Cl (ruthenium trichloride). Run in CCOC(=O)C (EtOAc), CCOC(=O)C (EtOAc), [Cl-].[Na+].O (brine). Run at time 5 minute. The product is ClC1=NC=2CCN(C(C2C(=C1)C)=O)C(=O)OC(C)(C)C (tert-butyl 2-chloro-4-methyl-5-oxo-7,8-dihydro-1,6-naphthyridine-6(5H)-carboxylate). RXN SMILES: [Cl:1][C:2]1[CH:11]=[C:10]([CH3:12])[C:9]2[CH2:8][N:7]([C:13]([O:15][C:16]([CH3:19])([CH3:18])[CH3:17])=[O:14])[CH2:6][CH2:5][C:4]=2[N:3]=1.[OH2:20]>CCOC(C)=O.[Cl-].[Na+].O.[Ru](Cl)(Cl)Cl>[Cl:1][C:2]1[CH:11]=[C:10]([CH3:12])[C:9]2[C:8](=[O:20])[N:7]([C:13]([O:15][C:16]([CH3:19])([CH3:18])[CH3:17])=[O:14])[CH2:6][CH2:5][C:4]=2[N:3]=1 |f:3.4.5|. Reported procedure: To a suspension of ruthenium trichloride (0.141 g, 0.681 mmol) and NaI04 (8.32 g, 38.9 mmol) in H2O (30 mL) at 0° C., a solution of tert-butyl 2-chloro-4-methyl-7,8-dihydro-1,6-naphthyridine-6(5H)-carboxylate (2.75 g, 9.73 mmol) in EtOAc (30 mL) was added. After stirring for 5 min., the reaction mixture was warmed up to rt and stirred. After stirring for 21.5 h, the mixture was diluted with EtOAc and brine. The organic layer was separated, dried over Na2SO4, filtered, and concentrated. The crude... Starting materials: C[Si](C)(C)[N-][Si](C)(C)C, COc1cc2c(Cl)ncnc2cc1OCCCN1CCOCC1, CCOCC#Cc1cc(Cl)c(N)c2c1OCO2, [Na+], CN(C)C=O. Product: CCOCC#Cc1cc(Cl)c(Nc2ncnc3cc(OCCCN4CCOCC4)c(OC)cc23)c2c1OCO2. RXN SMILES: [CH3:41][Si:42]([N-:43][Si:44]([CH3:45])([CH3:46])[CH3:47])([CH3:48])[CH3:49].[Cl:1][c:2]1[n:3][cH:4][n:5][c:6]2[cH:7][c:8]([O:14][CH2:15][CH2:16][CH2:17][N:18]3[CH2:19][CH2:20][O:21][CH2:22][CH2:23]3)[c:9]([O:12][CH3:13])[cH:10][c:11]12.[Cl:24][c:25]1[c:26]([NH2:40])[c:27]2[c:28]([c:32]([C:34]#[C:35][CH2:36][O:37][CH2:38][CH3:39])[cH:33]1)[O:29][CH2:30][O:31]2.[Na+:50].[O:51]=[CH:52][N:53]([CH3:54])[CH3:55]>>[c:2]1([NH:40][c:26]2[c:25]([Cl:24])[cH:33][c:32]([C:34]#[C:35][CH2:36][O:37][CH2:38][CH3:39])[c:28]3[c:27]2[O:31][CH2:30][O:29]3)[n:3][cH:4][n:5][c:6]2[cH:7][c:8]([O:14][CH2:15][CH2:16][CH2:17][N:18]3[CH2:19][CH2:20][O:21][CH2:22][CH2:23]3)[c:9]([O:12][CH3:13])[cH:10][c:11]12. The reactants are 1.2, C(CC#N)#N (malononitrile), C(C)(=O)[O-].[NH4+] (ammonium acetate), C(C)(=O)O (acetic acid), C(C(C)C)(=O)CC(=O)OCC (ethyl 2-(isobutyryl)acetate). The solvent is C1(=CC=CC=C1)C (toluene), O (water). Yields the product C(#N)C(=C(CC(=O)OCC)C(C)C)C#N (ethyl 4,4-di-cyano-3-isopropylbut-3-enoate). RXN SMILES: [C:1](#[N:5])[CH2:2][C:3]#[N:4].C([O-])(=O)C.[NH4+].C(O)(=O)C.[C:15]([CH2:20][C:21]([O:23][CH2:24][CH3:25])=[O:22])(=O)[CH:16]([CH3:18])[CH3:17]>C1(C)C=CC=CC=1.O>[C:3]([C:2]([C:1]#[N:5])=[C:15]([CH:16]([CH3:18])[CH3:17])[CH2:20][C:21]([O:23][CH2:24][CH3:25])=[O:22])#[N:4] |f:1.2|. Procedure: 1.2 30 g of malononitrile, 3.3 g of ammonium acetate and 4 ml of acetic acid are added to a solution of 55 g of ethyl 2-(isobutyryl)acetate (“AA”) in 210 ml of toluene, and the mixture is boiled at 130° for 1 hour on a water separator. Conventional work-up gives 41.0 g of ethyl 4,4-di-cyano-3-isopropylbut-3-enoate (“AB”), boiling point 95-99° at 0.4 mbar. Starting materials: C(C)OC(C(CC1=CC(=C(C=C1)O)F)OCC)=O ([rac]-2-ethoxy-3-(3-fluoro-4-hydroxy-phenyl)-propionic acid ethyl ester), C1(=CC=CC=C1)P(C1=CC=CC=C1)C1=CC=CC=C1 (triphenylphosphine), N(=NC(=O)OCC)C(=O)OCC (DEAD), C(C)(C)(C)C1=CC=C(C=C1)C=1SC=C(N1)CCO (2-[2-(4-tert-butyl-phenyl)-thiazol-4-yl]-ethanol), C(C)(C)(C)C1=CC=C(C=C1)C=1SC=C(N1)CCl (2-(4-tert-butyl-phenyl)-4-chloromethyl-thiazole). Run in O1CCCC1 (tetrahydrofuran). Product: C(C)OC(C(CC1=CC(=C(C=C1)OCCC=1N=C(SC1)C1=CC=C(C=C1)C(C)(C)C)F)OCC)=O ([rac]-3-(4-{2-[2-(4-tert-butyl-phenyl)-thiazol-4-yl]-ethoxy}-3-fluoro-phenyl)-2-ethoxy-propionic acid ethyl ester). As a reaction SMILES: [CH2:1]([O:3][C:4](=[O:18])[CH:5]([O:15][CH2:16][CH3:17])[CH2:6][C:7]1[CH:12]=[CH:11][C:10]([OH:13])=[C:9]([F:14])[CH:8]=1)[CH3:2].[C:19]([C:23]1[CH:28]=[CH:27][C:26]([C:29]2[S:30][CH:31]=[C:32]([CH2:34][CH2:35]O)[N:33]=2)=[CH:25][CH:24]=1)([CH3:22])([CH3:21])[CH3:20].C(C1C=CC(C2SC=C(CCl)N=2)=CC=1)(C)(C)C.C1(P(C2C=CC=CC=2)C2C=CC=CC=2)C=CC=CC=1.N(C(OCC)=O)=NC(OCC)=O>O1CCCC1>[CH2:1]([O:3][C:4](=[O:18])[CH:5]([O:15][CH2:16][CH3:17])[CH2:6][C:7]1[CH:12]=[CH:11][C:10]([O:13][CH2:35][CH2:34][C:32]2[N:33]=[C:29]([C:26]3[CH:27]=[CH:28][C:23]([C:19]([CH3:20])([CH3:22])[CH3:21])=[CH:24][CH:25]=3)[S:30][CH:31]=2)=[C:9]([F:14])[CH:8]=1)[CH3:2]. Procedure details: In analogy to the procedure described in example 1 d], [rac]-2-ethoxy-3-(3-fluoro-4-hydroxy-phenyl)-propionic acid ethyl ester (example 7 a]) was reacted with 2-[2-(4-tert-butyl-phenyl)-thiazol-4-yl]-ethanol (prepared from 2-(4-tert-butyl-phenyl)-4-chloromethyl-thiazole (example 4 a]) in analogy to the sequence described in examples 13 a] to 13 d]) in tetrahydrofuran in the presence of triphenylphosphine and DEAD (diethyl azodicarboxylate) to yield [rac]-3-(4-{2-[2-(4-tert-butyl-phenyl)-thiazol-... Starting materials: O.O.O.C(C)(=O)[O-].[Pb+2].C(C)(=O)[O-] (lead acetate trihydrate), C(CCCCCCC\C=C/CCCCCCCC)(=O)O (oleic acid). Run in C1(=CC=CC=C1)OC1=CC=CC=C1 (diphenyl ether). Conditions: temperature 150 celsius. The product is C(CCCCCCC\C=C/CCCCCCCC)(=O)[O-].[Pb+2].C(CCCCCCC\C=C/CCCCCCCC)(=O)[O-] (lead oleate). Reaction SMILES: O.O.O.C([O-])(=O)C.[Pb+2:8].C([O-])(=O)C.[C:13]([OH:32])(=[O:31])[CH2:14][CH2:15][CH2:16][CH2:17][CH2:18][CH2:19][CH2:20]/[CH:21]=[CH:22]\[CH2:23][CH2:24][CH2:25][CH2:26][CH2:27][CH2:28][CH2:29][CH3:30]>C1(OC2C=CC=CC=2)C=CC=CC=1>[C:13]([O-:32])(=[O:31])[CH2:14][CH2:15][CH2:16][CH2:17][CH2:18][CH2:19][CH2:20]/[CH:21]=[CH:22]\[CH2:23][CH2:24][CH2:25][CH2:26][CH2:27][CH2:28][CH2:29][CH3:30].[Pb+2:8].[C:13]([O-:32])(=[O:31])[CH2:14][CH2:15][CH2:16][CH2:17][CH2:18][CH2:19][CH2:20]/[CH:21]=[CH:22]\[CH2:23][CH2:24][CH2:25][CH2:26][CH2:27][CH2:28][CH2:29][CH3:30] |f:0.1.2.3.4.5,8.9.10|. Procedure details: In one example, 0.76 g of lead acetate trihydrate and 2 ml of oleic acid were added to 10 ml of diphenyl ether solution and heated to about 150° C. for 30 min. under nitrogen condition to form lead oleate. After cooling to 60° C., the solution was mixed with 0.67 ml of 1M trioctylphosphine selenide solution in trioctylphosphine, resulting in a precursor stock solution for PbSe nanowires (“Solution A”). Reaction was carried out by injecting the stock solution containing the nanowire precursors le... The reactants are O=C([O-])[O-], [Cu], Fc1cc(Br)ccc1CBr, [K+], [K+], CN(C)C=O, CCOC(=O)CCc1ccc(O)c(-c2cc(CCC(=O)OCC)ccc2O)c1. Product: CCOC(=O)CCc1ccc(O)c(-c2cc(CCC(=O)OCC)ccc2OCc2ccc(Br)cc2F)c1. Reaction SMILES: [C:39](=[O:40])([O-:41])[O-:42].[Cu:45].[F:29][c:30]1[c:31]([CH2:32][Br:33])[cH:34][cH:35][c:36]([Br:38])[cH:37]1.[K+:43].[K+:44].[O:46]=[CH:47][N:48]([CH3:49])[CH3:50].[OH:1][c:2]1[c:3](-[c:15]2[c:16]([OH:28])[cH:17][cH:18][c:19]([CH2:21][CH2:22][C:23](=[O:24])[O:25][CH2:26][CH3:27])[cH:20]2)[cH:4][c:5]([CH2:8][CH2:9][C:10](=[O:11])[O:12][CH2:13][CH3:14])[cH:6][cH:7]1>>[O:1]([c:2]1[c:3](-[c:15]2[c:16]([OH:28])[cH:17][cH:18][c:19]([CH2:21][CH2:22][C:23](=[O:24])[O:25][CH2:26][CH3:27])[cH:20]2)[cH:4][c:5]([CH2:8][CH2:9][C:10](=[O:11])[O:12][CH2:13][CH3:14])[cH:6][cH:7]1)[CH2:32][c:31]1[c:30]([F:29])[cH:37][c:36]([Br:38])[cH:35][cH:34]1.